Task: describe an organic reaction: reactants, conditions, products, and yield. Dataset: the Open Reaction Database (ORD), a public repository of structured organic reaction records Starting materials: C(C)(=O)C=1C(C(C(N(C1C)C1=CC(=CC=C1)C(F)(F)F)=O)C(=O)OCC1=CC=CC=C1)C1=CC=C(C=C1)C#N (Benzyl 5-acetyl-4-(4-cyanophenyl)-6-methyl-2-oxo-1-[3-(trifluoromethyl)phenyl]-1,2,3,4-tetrahydropyridine-3-carboxylate), [H][H] (hydrogen). The reagents and catalysts are [Pd] (palladium on charcoal). Run in O1CCCC1 (tetrahydrofuran). Reaction conditions: time 15 minute. Product: C(C)(=O)C=1C(C(C(N(C1C)C1=CC(=CC=C1)C(F)(F)F)=O)C(=O)O)C1=CC=C(C=C1)C#N (5-Acetyl4-(4-cyanophenyl)-6-methyl-2-oxo-1-[3-(trifluoromethyl)phenyl]-1,2,3,4-tetrahydropyridine-3-carboxylic acid). RXN SMILES: [C:1]([C:4]1[CH:5]([C:32]2[CH:37]=[CH:36][C:35]([C:38]#[N:39])=[CH:34][CH:33]=2)[CH:6]([C:22]([O:24]CC2C=CC=CC=2)=[O:23])[C:7](=[O:21])[N:8]([C:11]2[CH:16]=[CH:15][CH:14]=[C:13]([C:17]([F:20])([F:19])[F:18])[CH:12]=2)[C:9]=1[CH3:10])(=[O:3])[CH3:2].[H][H]>[Pd].O1CCCC1>[C:1]([C:4]1[CH:5]([C:32]2[CH:37]=[CH:36][C:35]([C:38]#[N:39])=[CH:34][CH:33]=2)[CH:6]([C:22]([OH:24])=[O:23])[C:7](=[O:21])[N:8]([C:11]2[CH:16]=[CH:15][CH:14]=[C:13]([C:17]([F:20])([F:18])[F:19])[CH:12]=2)[C:9]=1[CH3:10])(=[O:3])[CH3:2]. Procedure: A stirred suspension of benzyl 5-acetyl-4-(4-cyanophenyl)-6-methyl-2-oxo-1-[3-(trifluoromethyl)phenyl]-1,2,3,4-tetrahydropyridine-3-carboxylate (7.5 g, 14 mmol) (Example 6A) and 10%. palladium on charcoal (255 mg) in tetrahydrofuran (975 ml) is treated with hydrogen gas at room temperature under atmospheric pressure. After 15 minutes, the reaction is stopped and the solution is filtered and concentrated. The residue is immediately used in the next step without further purification and characteri...